From a dataset of the Open Reaction Database (ORD), a public repository of structured organic reaction records. describe an organic reaction: reactants, conditions, products, and yield The product is [Br-], Cc1ccccc1CSc1cccc[n+]1C. RXN SMILES: [Br:1][CH2:2][c:3]1[c:4]([CH3:9])[cH:5][cH:6][cH:7][cH:8]1.[CH3:10][n:11]1[c:12](=[S:17])[cH:13][cH:14][cH:15][cH:16]1.[CH3:18][CH2:19][OH:20]>>[Br-:1].[CH2:2]([c:3]1[c:4]([CH3:9])[cH:5][cH:6][cH:7][cH:8]1)[S:17][c:12]1[n+:11]([CH3:10])[cH:16][cH:15][cH:14][cH:13]1. Reactants: Cc1ccccc1CBr, Cn1ccccc1=S, CCO. Reactants: COC1=C(N)C=C(C=C1)OC (2,5-dimethoxyaniline), COC1=C(C(=O)O)C=CC=C1OC (2,3-dimethoxybenzoic acid). The product is OC=1C=CC2=C(N=C(O2)C2=C(C(=CC=C2)O)O)C1 (3-(5-Hydroxy-1,3-benzoxazol-2-yl)benzene-1,2-diol). As a reaction SMILES: [CH3:1][O:2][C:3]1[CH:9]=[CH:8][C:7]([O:10]C)=[CH:6][C:4]=1[NH2:5].C[O:13][C:14]1[C:22]([O:23]C)=[CH:21][CH:20]=[CH:19][C:15]=1C(O)=O>>[OH:10][C:7]1[CH:8]=[CH:9][C:3]2[O:2][C:1]([C:21]3[CH:20]=[CH:19][CH:15]=[C:14]([OH:13])[C:22]=3[OH:23])=[N:5][C:4]=2[CH:6]=1. Reported procedure: The title compound was prepared in substantially the same manner as described in Example 1, from 2,5-dimethoxyaniline, and 2,3-dimethoxybenzoic acid. The product was obtained as a tan solid, m.p. 239-241° C.; MS m/e 244 (M+H)+ Starting materials: ClC=1C=CC(=C(C1)N1CCC(CC1)C)[N+](=O)[O-] (1-(5-chloro-2-nitro-phenyl)-4-methyl-piperidine), N1(CCNCC1)C(=O)OCC1=CC=CC=C1 (benzyl 1-piperazinecarboxylate), N1=C(C=CC=C1C)C (2,6-lutidine). Product: C(C1=CC=CC=C1)OC(=O)N1CCN(CC1)C1=CC(=C(C=C1)[N+](=O)[O-])N1CCC(CC1)C (4-[3-(4-Methyl-piperidin-1-yl)-4-nitro-phenyl]-piperazine-1-carboxylic acid benzyl ester). RXN SMILES: Cl[C:2]1[CH:3]=[CH:4][C:5]([N+:15]([O-:17])=[O:16])=[C:6]([N:8]2[CH2:13][CH2:12][CH:11]([CH3:14])[CH2:10][CH2:9]2)[CH:7]=1.[N:18]1([C:24]([O:26][CH2:27][C:28]2[CH:33]=[CH:32][CH:31]=[CH:30][CH:29]=2)=[O:25])[CH2:23][CH2:22][NH:21][CH2:20][CH2:19]1.N1C(C)=CC=CC=1C>>[CH2:27]([O:26][C:24]([N:18]1[CH2:23][CH2:22][N:21]([C:2]2[CH:3]=[CH:4][C:5]([N+:15]([O-:17])=[O:16])=[C:6]([N:8]3[CH2:13][CH2:12][CH:11]([CH3:14])[CH2:10][CH2:9]3)[CH:7]=2)[CH2:20][CH2:19]1)=[O:25])[C:28]1[CH:33]=[CH:32][CH:31]=[CH:30][CH:29]=1. Procedure details: The procedure of Example 4, step (b) was followed using 400 mg (1.57 mmol) of 1-(5-chloro-2-nitro-phenyl)-4-methyl-piperidine (as prepared in the Example 12, step (a)) and 910 mg (4.71 mmol) of benzyl 1-piperazinecarboxylate (except that 549 μL (4.71 mmol) of 2,6-lutidine was also added) to afford, after chromatography on a 70-g silica SPE column with 40% EtOAc-hexane, 178 mg (45%) of unreacted 1-(5-chloro-2-nitro-phenyl)-4-methyl-piperidine and 245 mg (64% based on recovered starting material) ...